describe an organic reaction: reactants, conditions, products, and yield From a dataset of the Open Reaction Database (ORD), a public repository of structured organic reaction records. Starting materials: Br, CC(=O)O, ClC(Cl)Cl, O, CCOC(=O)C1=C(C2CC2c2ccccc2)NC(C)=C(C#N)C1c1cccc([N+](=O)[O-])c1. Yields the product CCOC(=O)C1=C(CCC(Br)c2ccccc2)NC(C)=C(C#N)C1c1cccc([N+](=O)[O-])c1. RXN SMILES: [BrH:1].[CH3:35][C:36](=[O:37])[OH:38].[CH:39]([Cl:40])([Cl:41])[Cl:42].[OH2:34].[c:2]1([CH:8]2[CH:9]([C:11]3=[C:16]([C:17](=[O:18])[O:19][CH2:20][CH3:21])[CH:15]([c:22]4[cH:23][c:24]([N+:28](=[O:29])[O-:30])[cH:25][cH:26][cH:27]4)[C:14]([C:31]#[N:32])=[C:13]([CH3:33])[NH:12]3)[CH2:10]2)[cH:3][cH:4][cH:5][cH:6][cH:7]1>>[Br:1][CH:8]([c:2]1[cH:3][cH:4][cH:5][cH:6][cH:7]1)[CH2:10][CH2:9][C:11]1=[C:16]([C:17](=[O:18])[O:19][CH2:20][CH3:21])[CH:15]([c:22]2[cH:23][c:24]([N+:28](=[O:29])[O-:30])[cH:25][cH:26][cH:27]2)[C:14]([C:31]#[N:32])=[C:13]([CH3:33])[NH:12]1. The reactants are ClCl (Chlorine), CO[C@@H]1[C@]2(C)[C@@H](CC1)[C@@H]1CC[C@H]3CC(CC[C@]3(C)[C@H]1CC2)=O (17β-methoxy-5α-androstan-3-one). Run in C(C)(=O)O (acetic acid), C(C)(=O)O (acetic acid). Product: Cl[C@H]1C(C[C@@H]2CC[C@H]3[C@@H]4CC[C@@H]([C@@]4(C)CC[C@@H]3[C@]2(C1)C)OC)=O (2α-Chloro-17β-methoxy-5α-androstan-3-one). As a reaction SMILES: [Cl:1]Cl.[CH3:3][O:4][C@H:5]1[CH2:10][CH2:9][C@H:8]2[C@H:11]3[C@H:21]([CH2:22][CH2:23][C@:6]12[CH3:7])[C@:19]1([CH3:20])[C@H:14]([CH2:15][C:16](=[O:24])[CH2:17][CH2:18]1)[CH2:13][CH2:12]3>C(O)(=O)C>[Cl:1][C@@H:17]1[CH2:18][C@@:19]2([CH3:20])[C@@H:14]([CH2:13][CH2:12][C@@H:11]3[C@@H:21]2[CH2:22][CH2:23][C@@:6]2([CH3:7])[C@H:8]3[CH2:9][CH2:10][C@@H:5]2[O:4][CH3:3])[CH2:15][C:16]1=[O:24]. Reported procedure: Chlorine in acetic acid (0.84 M, 12 ml.) is added dropwise with stirring to 17β-methoxy-5α-androstan-3-one (3.0 g.) in acetic acid (10 ml.). When the addition is complete the reaction mixture is chilled, and the precipitate which forms is filtered off, washed with water, dried and recrystallized from acetone-methylene chloride to give the title compound, m.p. 202°-210°; MS (m/e) 338, 306, 302, 291 and 265; NMR (CDCl3) 0.77, 1.10, 3.20, 3.30 and 4.06 δ. The reactants are ClC1=CC(=C(CN2N=CC3=CC(=CC=C23)\C=C/2\C(N(C(S2)=O)[C@@H]2CNCC2)=O)C=C1)C(F)(F)F ((5Z)-5-({1-[4-chloro-2-(trifluoromethyl)benzyl]-1H-indazol-5-yl}methylidene)-3-[(3S)-pyrrolidin-3-yl]-1,3-thiazolidine-2,4-dione), C(C)I (ethyl iodide). The product is ClC1=CC(=C(CN2N=CC3=CC(=CC=C23)\C=C/2\C(N(C(S2)=O)[C@@H]2CN(CC2)CC)=O)C=C1)C(F)(F)F ((5Z)-5-({1-[4-Chloro-2-(trifluoromethyl)benzyl]-1H-indazol-5-yl}methylidene)-3-[(3S)-1-ethylpyrrolidin-3-yl]-1,3-thiazolidine-2,4-dione). Reaction SMILES: [Cl:1][C:2]1[CH:30]=[CH:29][C:5]([CH2:6][N:7]2[C:15]3[C:10](=[CH:11][C:12](/[CH:16]=[C:17]4/[C:18](=[O:28])[N:19]([C@H:23]5[CH2:27][CH2:26][NH:25][CH2:24]5)[C:20](=[O:22])[S:21]/4)=[CH:13][CH:14]=3)[CH:9]=[N:8]2)=[C:4]([C:31]([F:34])([F:33])[F:32])[CH:3]=1.[CH2:35](I)[CH3:36]>>[Cl:1][C:2]1[CH:30]=[CH:29][C:5]([CH2:6][N:7]2[C:15]3[C:10](=[CH:11][C:12](/[CH:16]=[C:17]4/[C:18](=[O:28])[N:19]([C@H:23]5[CH2:27][CH2:26][N:25]([CH2:35][CH3:36])[CH2:24]5)[C:20](=[O:22])[S:21]/4)=[CH:13][CH:14]=3)[CH:9]=[N:8]2)=[C:4]([C:31]([F:34])([F:33])[F:32])[CH:3]=1. Procedure: (5Z)-5-({1-[4-Chloro-2-(trifluoromethyl)benzyl]-1H-indazol-5-yl}methylidene)-3-[(3S)-1-ethylpyrrolidin-3-yl]-1,3-thiazolidine-2,4-dione was prepared from (5Z)-5-({1-[4-chloro-2-(trifluoromethyl)benzyl]-1H-indazol-5-yl}methylidene)-3-[(3S)-pyrrolidin-3-yl]-1,3-thiazolidine-2,4-dione (Example 114) and ethyl iodide at rt following General Procedure S. Starting materials: ClC=1N=NC(=C(C1C)C)CC1=CC=NC=C1 (3-chloro-4,5-dimethyl-6-(pyridin-4-yl)methylpyridazine), CC1=CC=C(N)C=C1 (para-methylaniline). The solvent is CO (methanol). The product is CC1=CC=C(NC=2N=NC(=C(C2C)C)CC2=CC=NC=C2)C=C1 (3-(4-methylanilino)-4,5-dimethyl-6-(pyridin-4-yl)methylpyridazine). As a reaction SMILES: Cl[C:2]1[N:3]=[N:4][C:5]([CH2:10][C:11]2[CH:16]=[CH:15][N:14]=[CH:13][CH:12]=2)=[C:6]([CH3:9])[C:7]=1[CH3:8].[CH3:17][C:18]1[CH:24]=[CH:23][C:21]([NH2:22])=[CH:20][CH:19]=1>CO>[CH3:17][C:18]1[CH:24]=[CH:23][C:21]([NH:22][C:2]2[N:3]=[N:4][C:5]([CH2:10][C:11]3[CH:16]=[CH:15][N:14]=[CH:13][CH:12]=3)=[C:6]([CH3:9])[C:7]=2[CH3:8])=[CH:20][CH:19]=1. Procedure details: The compound is prepared from 0.070 g 3-chloro-4,5-dimethyl-6-(pyridin-4-yl)methylpyridazine and 0.129 g para-methylaniline in the manner described in Example 82A. Title compound is obtained after FC in CH2Cl/Methanol 19/1; m.p. 68-70° C. 1H-NMR (250 MHz, CDCl3): δ=8.45 (s, wide, 2H); 7.45 (d, 2H); 7.10 (“d”, wide, 4H); 6.10 (s, wide, 1H); 4.25 (s, 2H); 2.30 (s, 3H); 2.15 (s, 3H); 2.10 (s, 3H). ES-MS 305 (M+H).